This data is from the Open Reaction Database (ORD), a public repository of structured organic reaction records. The task is: describe an organic reaction: reactants, conditions, products, and yield The reactants are ClC1=CC2=C(N(C(C(NC2=O)CC2=C(C=CC=C2)Cl)=O)CC2=CC=C(C=C2)OC)C=C1 (7-Chloro-3-(2-chlorobenzyl)-1-(4-methoxybenzyl)-3,4-dihydro-1H-benzo[e][1,4]diazepine-2,5-dione), CN(C1=CC=CC=C1)C (N,N-Dimethylaniline), P(=O)(Cl)(Cl)Cl (phosphorus oxychloride). The solvent is C1(=CC=CC=C1)C (toluene), ethyl acetate hexanes. Reaction conditions: temperature 90 celsius. The product is Cl/C=1/C2=C(N(C(C(\N1)CC1=C(C=CC=C1)Cl)=O)CC1=CC=C(C=C1)OC)C=CC(=C2)Cl ((E)-5,7-dichloro-3-(2-chlorobenzyl)-1-(4-methoxybenzyl)-1H-benzo[e][1,4]diazepin-2(3H)-one). The yield is 100.4%. RXN SMILES: [Cl:1][C:2]1[CH:31]=[CH:30][C:5]2[N:6]([CH2:21][C:22]3[CH:27]=[CH:26][C:25]([O:28][CH3:29])=[CH:24][CH:23]=3)[C:7](=[O:20])[CH:8]([CH2:12][C:13]3[CH:18]=[CH:17][CH:16]=[CH:15][C:14]=3[Cl:19])[NH:9][C:10](=O)[C:4]=2[CH:3]=1.CN(C)C1C=CC=CC=1.P(Cl)(Cl)([Cl:43])=O>C1(C)C=CC=CC=1>[Cl:43][C:10]1[C:4]2[CH:3]=[C:2]([Cl:1])[CH:31]=[CH:30][C:5]=2[N:6]([CH2:21][C:22]2[CH:23]=[CH:24][C:25]([O:28][CH3:29])=[CH:26][CH:27]=2)[C:7](=[O:20])[CH:8]([CH2:12][C:13]2[CH:18]=[CH:17][CH:16]=[CH:15][C:14]=2[Cl:19])[N:9]=1. Reported procedure: 7-Chloro-3-(2-chlorobenzyl)-1-(4-methoxybenzyl)-3,4-dihydro-1H-benzo[e][1,4]diazepine-2,5-dione (0.65 g, 1.43 mmol) was suspended in anhydrous toluene (10 mL) under a nitrogen atmosphere. N,N-Dimethylaniline (0.36 mL, 2.9 mmol) was added followed by phosphorus oxychloride (0.20 mL, 2.1 mmol) and the mixture was heated at 90° C. for 4 hours. After cooling to ambient temperature, the mixture was diluted with 40 mL of ethyl acetate:hexanes (1:2), washed with ice water (10 mL), ice cold 1 M hydrogen... Starting materials: C1(CCCCC1)OC=1C=C(C=CC1C(=O)NS(=O)(=O)CCOC)C1=CC=C(C=C1)CCN(C(OC(C)(C)C)=O)C[C@@H](C=1C=NC=CC1)O (tert-butyl [2-[3′-(cyclohexyloxy)-4′-[[[(2-methoxyethyl)sulfonyl]amino]carbonyl]-4-biphenylyl]ethyl][(2R)-2-hydroxy-2-(3-pyridyl)ethyl]carbamate), Cl (hydrogen chloride). Solvent: O1CCOCC1 (1,4-dioxane), O1CCOCC1 (1,4-dioxane). Run at time 3 hour. Product: Cl.Cl.C1(CCCCC1)OC=1C=C(C=CC1C(=O)NS(=O)(=O)CCOC)C1=CC=C(C=C1)CCNC[C@@H](C=1C=NC=CC1)O (3-(cyclohexyloxy)-4′-[2-[[(2R)-2-hydroxy-2-(3-pyridyl)ethyl]amino]ethyl]-N-[(2-methoxyethyl)sulfonyl]-4-biphenylcarboxamide dihydrochloride). Reaction SMILES: [CH:1]1([O:7][C:8]2[CH:9]=[C:10]([C:24]3[CH:29]=[CH:28][C:27]([CH2:30][CH2:31][N:32]([CH2:40][C@H:41]([OH:48])[C:42]4[CH:43]=[N:44][CH:45]=[CH:46][CH:47]=4)C(=O)OC(C)(C)C)=[CH:26][CH:25]=3)[CH:11]=[CH:12][C:13]=2[C:14]([NH:16][S:17]([CH2:20][CH2:21][O:22][CH3:23])(=[O:19])=[O:18])=[O:15])[CH2:6][CH2:5][CH2:4][CH2:3][CH2:2]1.[ClH:49]>O1CCOCC1>[ClH:49].[ClH:49].[CH:1]1([O:7][C:8]2[CH:9]=[C:10]([C:24]3[CH:25]=[CH:26][C:27]([CH2:30][CH2:31][NH:32][CH2:40][C@H:41]([OH:48])[C:42]4[CH:43]=[N:44][CH:45]=[CH:46][CH:47]=4)=[CH:28][CH:29]=3)[CH:11]=[CH:12][C:13]=2[C:14]([NH:16][S:17]([CH2:20][CH2:21][O:22][CH3:23])(=[O:18])=[O:19])=[O:15])[CH2:2][CH2:3][CH2:4][CH2:5][CH2:6]1 |f:3.4.5|. Procedure details: To a solution of tert-butyl [2-[3′-(cyclohexyloxy)-4′-[[[(2-methoxyethyl)sulfonyl]amino]carbonyl]-4-biphenylyl]ethyl][(2R)-2-hydroxy-2-(3-pyridyl)ethyl]carbamate (199 mg) in 1,4-dioxane (2.0 ml) was added hydrogen chloride in 1,4-dioxane (4N, 2.0 ml) at room temperature and the mixture was stirred at the same temperature 3 hours. The mixture was evaporated under reduced pressure to give 3-(cyclohexyloxy)-4′-[2-[[(2R)-2-hydroxy-2-(3-pyridyl)ethyl]amino]ethyl]-N-[(2-methoxyethyl)sulfonyl]-4-biphen...